Dataset: the Open Reaction Database (ORD), a public repository of structured organic reaction records. Task: describe an organic reaction: reactants, conditions, products, and yield The reactants are C1COCCN1, CC(C)=O, CC(C)(O)C#N. Yields the product CC(C)(C#N)N1CCOCC1. RXN SMILES: [CH2:7]1[CH2:8][O:9][CH2:10][CH2:11][NH:12]1.[CH3:13][C:14](=[O:15])[CH3:16].[CH3:1][C:2]([C:3]#[N:4])([OH:5])[CH3:6]>>[CH3:1][C:2]([C:3]#[N:4])([CH3:6])[N:12]1[CH2:7][CH2:8][O:9][CH2:10][CH2:11]1. Starting materials: COC(=O)COc1ccc(C(=O)c2ccc(OC)cc2)cc1, COCCOC, Cl, [Na+], [OH-], O. Product: COc1ccc(C(=O)c2ccc(OCC(=O)O)cc2)cc1. RXN SMILES: [CH3:1][O:2][c:3]1[cH:4][cH:5][c:6]([C:7](=[O:8])[c:9]2[cH:10][cH:11][c:12]([O:13][CH2:14][C:15](=[O:16])[O:17][CH3:18])[cH:19][cH:20]2)[cH:21][cH:22]1.[CH3:27][O:28][CH2:29][CH2:30][O:31][CH3:32].[ClH:25].[Na+:24].[OH-:23].[OH2:26]>>[CH3:1][O:2][c:3]1[cH:4][cH:5][c:6]([C:7](=[O:8])[c:9]2[cH:10][cH:11][c:12]([O:13][CH2:14][C:15](=[O:16])[OH:17])[cH:19][cH:20]2)[cH:21][cH:22]1. Starting materials: CCOC(=O)c1sc(-n2nnc(-c3ccccc3)n2)cc1C, [Li+], C1CCOC1, [OH-], O. Yields the product Cc1cc(-n2nnc(-c3ccccc3)n2)sc1C(=O)O. RXN SMILES: [CH3:1][c:2]1[c:3]([C:18](=[O:19])[O:20][CH2:21][CH3:22])[s:4][c:5](-[n:7]2[n:8][c:9](-[c:12]3[cH:13][cH:14][cH:15][cH:16][cH:17]3)[n:10][n:11]2)[cH:6]1.[Li+:28].[O:23]1[CH2:24][CH2:25][CH2:26][CH2:27]1.[OH-:29].[OH2:30]>>[CH3:1][c:2]1[c:3]([C:18](=[O:19])[OH:20])[s:4][c:5](-[n:7]2[n:8][c:9](-[c:12]3[cH:13][cH:14][cH:15][cH:16][cH:17]3)[n:10][n:11]2)[cH:6]1. Starting materials: C(CC)OC1=CC=C(N)C=C1 (4-propoxyaniline), C(C)OC=C(C(=O)OCC)C(=O)OCC (diethyl 2-(ethoxymethylene)malonate). The product is OC1=C(C=NC2=CC=C(C=C12)OCCC)C(=O)OCC (ethyl 4-hydroxy-6-propoxyquinoline-3-carboxylate). RXN SMILES: [CH2:1]([O:4][C:5]1[CH:11]=[CH:10][C:8]([NH2:9])=[CH:7][CH:6]=1)[CH2:2][CH3:3].C([O:14][CH:15]=[C:16]([C:22](OCC)=O)[C:17]([O:19][CH2:20][CH3:21])=[O:18])C>>[OH:14][C:15]1[C:10]2[C:8](=[CH:7][CH:6]=[C:5]([O:4][CH2:1][CH2:2][CH3:3])[CH:11]=2)[N:9]=[CH:22][C:16]=1[C:17]([O:19][CH2:20][CH3:21])=[O:18]. Procedure: Prepared as in Example 1c from 4-propoxyaniline and diethyl 2-(ethoxymethylene)malonate as a white solid (65%). 1H NMR (400 MHz, DMSO-d6) δ 0.98 (t, J=7.2 Hz, 3H), 1.25 (t, J=7.2 Hz, 3H), 1.72-1.77 (m, 2H), 3.98 (t, J=6.0 Hz, 2H), 4.16-4.21 (m, 2H), 6.97-6.99 (m, 1H), 7.53-7.56 (m, 2H), 8.47 (d, J=5.2 Hz, 1H), 12.27 (s, 1H). MS 276 (MH+). Reactants: BrC=1C=[N+](C=CC1[N+](=O)[O-])[O-] (3-bromo-4-nitropyridine-N-oxide), CC(C)(C)OC(=O)NC1CCCNC1 (3-N-Boc-amino piperidine), C(C)(C)N(CC)C(C)C (diisopropylethylamine). The product is [N+](=O)([O-])C1=C(C=NC=C1)N1CC(CCC1)NC(OC(C)(C)C)=O (tert-butyl 1-(4-nitropyridin-3-yl)piperidin-3-ylcarbamate). Isolated yield 65.0%. Reaction SMILES: Br[C:2]1[CH:3]=[N+:4]([O-])[CH:5]=[CH:6][C:7]=1[N+:8]([O-:10])=[O:9].[CH3:12][C:13]([O:16][C:17]([NH:19][CH:20]1[CH2:25][NH:24][CH2:23][CH2:22][CH2:21]1)=[O:18])([CH3:15])[CH3:14].C(N(C(C)C)CC)(C)C>>[N+:8]([C:7]1[CH:6]=[CH:5][N:4]=[CH:3][C:2]=1[N:24]1[CH2:23][CH2:22][CH2:21][CH:20]([NH:19][C:17](=[O:18])[O:16][C:13]([CH3:14])([CH3:12])[CH3:15])[CH2:25]1)([O-:10])=[O:9]. Procedure details: The method of Example 88 (Method 4) was followed using 1 eq each of 3-bromo-4-nitropyridine-N-oxide, 3-N-Boc-amino piperidine and diisopropylethylamine yielding tert-butyl 1-(4-nitropyridin-3-yl)piperidin-3-ylcarbamate (65%). LCMS (m/z): 339.1 (MH+); LC Rt=2.88 min. Reactants: N1C(C(=O)OC)CCCC1 (methyl pipecolinate), ClCCC(=O)C1=CC=C(C=C1)F (3chloro-4′-fluoropropiophenone). The product is COC(C1N(CCCC1)CCC(=O)C1=CC=C(C=C1)F)=O (N-[3-(4-Fluorophenyl)-3-oxopropyl]pipecolic acid methyl ester). Isolated yield 92.0%. Reaction SMILES: [NH:1]1[CH2:10][CH2:9][CH2:8][CH2:7][CH:2]1[C:3]([O:5][CH3:6])=[O:4].Cl[CH2:12][CH2:13][C:14]([C:16]1[CH:21]=[CH:20][C:19]([F:22])=[CH:18][CH:17]=1)=[O:15]>>[CH3:6][O:5][C:3](=[O:4])[CH:2]1[CH2:7][CH2:8][CH2:9][CH2:10][N:1]1[CH2:12][CH2:13][C:14]([C:16]1[CH:17]=[CH:18][C:19]([F:22])=[CH:20][CH:21]=1)=[O:15]. Reported procedure: N-[3-(4-Fluorophenyl)-3-oxopropyl]pipecolic acid methyl ester was prepared in 92% yield by alkylation of methyl pipecolinate with 3chloro-4′-fluoropropiophenone (Aldrich) as described in Example 20A (Step 1).